Dataset: the Open Reaction Database (ORD), a public repository of structured organic reaction records. Task: describe an organic reaction: reactants, conditions, products, and yield Reactants: [Br-], CC[Mg+], c1ccc(COc2cccc3cc[nH]c23)cc1, CC1(C)C(C(=O)Cl)C1(C)C, [Cl-], [Cl-], ClCCl, [Zn+2]. The product is CC1(C)C(C(=O)c2c[nH]c3c(OCc4ccccc4)cccc23)C1(C)C. RXN SMILES: [Br-:18].[CH2:19]([Mg+:20])[CH3:21].[CH2:1]([c:2]1[cH:3][cH:4][cH:5][cH:6][cH:7]1)[O:8][c:9]1[cH:10][cH:11][cH:12][c:13]2[cH:14][cH:15][nH:16][c:17]12.[CH3:22][C:23]1([CH3:31])[CH:24]([C:28](=[O:29])[Cl:30])[C:25]1([CH3:26])[CH3:27].[Cl-:35].[Cl-:37].[Cl:32][CH2:33][Cl:34].[Zn+2:36]>>[CH2:1]([c:2]1[cH:3][cH:4][cH:5][cH:6][cH:7]1)[O:8][c:9]1[cH:10][cH:11][cH:12][c:13]2[c:14]([C:28]([CH:24]3[C:23]([CH3:22])([CH3:31])[C:25]3([CH3:26])[CH3:27])=[O:29])[cH:15][nH:16][c:17]12. Reactants: ClC(=O)OCC (Ethyl chloroformate), C(C=C)NC=O (N-allylformamide), C(=O)=O (CO2). Conditions: temperature 45 celsius, time 2 hour. The product is Cl.C(C)OC=NCC=C (Ethyl-N-Allylformimidate Hydrochloride). Reaction SMILES: [Cl:1][C:2]([O:4][CH2:5][CH3:6])=O.[CH2:7]([NH:10]C=O)[CH:8]=[CH2:9].C(=O)=O>>[ClH:1].[CH2:5]([O:4][CH:2]=[N:10][CH2:7][CH:8]=[CH2:9])[CH3:6] |f:3.4|. Procedure: Ethyl chloroformate (2.66 g., 24.47 mmole) is added by syringe to N-allylformamide (2.08 g., 24.47 mmole) in a dry flask under N2. The resulting mixture is then stirred at 25° C., for 2 hours during which time CO2 is rapidly evolved. The reaction mixture is then heated to 45° C. until no further evolution of gas is evident (2 hours). The viscous product is then cooled and held at a vacuum of 0.2 mm for 2 hours to remove all volatiles. Starting materials: Cl.FC1=CC2=C(C(=NO2)C2CCNCC2)C=C1 (6-fluoro-3-(4-piperidinyl)-1,2 benzisoxazole hydrochloride), C(=O)([O-])[O-].[K+].[K+] (K2CO3), ClCCCOC1=C(C=C(C=C1)C(C)=O)OC (1-[4-(3-chloropropoxy)-3-methoxyphenyl]-ethanone). Solvent: O (water). Run at temperature 90 celsius. The product is FC1=CC2=C(C(=NO2)C2CCN(CC2)CCCOC2=C(C=C(C=C2)C(C)=O)OC)C=C1 (1-[4-[3-[4-(6-fluoro-1,2-benzisoxazol-3-yl)-1-piperidinyl]-propoxy]-3-methoxyphenyl]-ethanone). The yield is 58.6%. As a reaction SMILES: Cl.[F:2][C:3]1[CH:17]=[CH:16][C:6]2[C:7]([CH:10]3[CH2:15][CH2:14][NH:13][CH2:12][CH2:11]3)=[N:8][O:9][C:5]=2[CH:4]=1.C([O-])([O-])=O.[K+].[K+].Cl[CH2:25][CH2:26][CH2:27][O:28][C:29]1[CH:34]=[CH:33][C:32]([C:35](=[O:37])[CH3:36])=[CH:31][C:30]=1[O:38][CH3:39]>O>[F:2][C:3]1[CH:17]=[CH:16][C:6]2[C:7]([CH:10]3[CH2:11][CH2:12][N:13]([CH2:25][CH2:26][CH2:27][O:28][C:29]4[CH:34]=[CH:33][C:32]([C:35](=[O:37])[CH3:36])=[CH:31][C:30]=4[O:38][CH3:39])[CH2:14][CH2:15]3)=[N:8][O:9][C:5]=2[CH:4]=1 |f:0.1,2.3.4|. Procedure: A stirred mixture of 6-fluoro-3-(4-piperidinyl)-1,2 benzisoxazole hydrochloride (5.1 g, 20 mmol), K2CO3 (5.2 g, 40 mmol), 1-[4-(3-chloropropoxy)-3-methoxyphenyl]-ethanone (5.3 g, 22 mmol), and dimethylfornamide (60 ml) was heated at 90° C. for 16 hours. The reaction was poured into water, and the aqueous mixture was extracted with ethyl acetate. The ethyl acetate was washed (water), dried (MGSO4) and concentrated to afford a moist solid. Recrystallization (twice) from ethyl alcohol afforded 5.0 ... Starting materials: CC(=O)OC=O, C1CCOC1, Cn1cnc2cccc(O)c21, Cn1nnc2cccc(O)c21, ClC(Cl)Cl, Nc1c(O)cccc1[N+](=O)[O-]. The product is CNc1c(O)cccc1[N+](=O)[O-]. RXN SMILES: [C:12]([O:13][CH:14]=[O:15])(=[O:16])[CH3:17].[CH2:40]1[O:41][CH2:42][CH2:43][CH2:44]1.[CH3:18][n:19]1[c:20]2[c:21]([OH:22])[cH:23][cH:24][cH:25][c:26]2[n:27][cH:28]1.[CH3:29][n:30]1[c:31]2[c:32]([OH:33])[cH:34][cH:35][cH:36][c:37]2[n:38][n:39]1.[Cl:45][CH:46]([Cl:47])[Cl:48].[NH2:1][c:2]1[c:3]([OH:11])[cH:4][cH:5][cH:6][c:7]1[N+:8](=[O:9])[O-:10]>>[NH:1]([c:2]1[c:3]([OH:11])[cH:4][cH:5][cH:6][c:7]1[N+:8](=[O:9])[O-:10])[CH3:12].